Dataset: the Open Reaction Database (ORD), a public repository of structured organic reaction records. Task: describe an organic reaction: reactants, conditions, products, and yield Product: CC(C)C(=O)C(C)OCc1ccccc1. Starting materials: CC(OCc1ccccc1)C(=O)[N-]C1CNCCO1, C1CCOC1, CCCCC, [Li]C(C)C, [Cl-], [NH4+]. As a reaction SMILES: [CH2:1]([c:2]1[cH:3][cH:4][cH:5][cH:6][cH:7]1)[O:8][CH:9]([C:10](=[O:11])[N-:12][CH:13]1[CH2:14][NH:15][CH2:16][CH2:17][O:18]1)[CH3:19].[CH2:26]1[O:27][CH2:28][CH2:29][CH2:30]1.[CH3:31][CH2:32][CH2:33][CH2:34][CH3:35].[CH:20]([CH3:21])([CH3:22])[Li:23].[Cl-:24].[NH4+:25]>>[CH2:1]([c:2]1[cH:3][cH:4][cH:5][cH:6][cH:7]1)[O:8][CH:9]([C:10](=[O:11])[CH:20]([CH3:21])[CH3:22])[CH3:19]. Starting materials: C[C@H]1[C@@H]([C@H]([C@H]([C@@H](O1)OC[C@@H]2[C@H]([C@@H]([C@H]([C@@H](O2)OC3=C(OC=4C=C(C=C(C4C3=O)O)O)C=5C=CC(=C(C5)O)O)O)O)O)O)O)O (rutin), C1[C@H]2CNC[C@@H]1C3=CC=CC(=O)N3C2 (sophorin), C[C@H]1[C@@H]([C@H]([C@H]([C@@H](O1)OC[C@@H]2[C@H]([C@@H]([C@H]([C@@H](O2)OC3=C(OC4=CC(=CC(=C4C3=O)O)O)C5=CC(=C(C=C5)O)O)O)O)O)O)O)O (Rutozyd), C[C@H]1[C@@H]([C@H]([C@H]([C@@H](O1)OC[C@@H]2[C@H]([C@@H]([C@H]([C@@H](O2)OC3=C(OC4=CC(=CC(=C4C3=O)O)O)C5=CC(=C(C=C5)O)O)O)O)O)O)O)O (3,3′,4′,5,7-pentahydroxyflavone-3-rutinoside), C[C@H]1[C@@H]([C@H]([C@H]([C@@H](O1)OC[C@@H]2[C@H]([C@@H]([C@H]([C@@H](O2)OC3=C(OC4=CC(=CC(=C4C3=O)O)O)C5=CC(=C(C=C5)O)O)O)O)O)O)O)O (myrticolorin), C[C@H]1[C@@H]([C@H]([C@H]([C@@H](O1)OC[C@@H]2[C@H]([C@@H]([C@H]([C@@H](O2)OC3=C(OC4=CC(=CC(=C4C3=O)O)O)C5=CC(=C(C=C5)O)O)O)O)O)O)O)O (osyritrin), C[C@H]1[C@@H]([C@H]([C@H]([C@@H](O1)OC[C@@H]2[C@H]([C@@H]([C@H]([C@@H](O2)OC3=C(OC4=CC(=CC(=C4C3=O)O)O)C5=CC(=C(C=C5)O)O)O)O)O)O)O)O (eldrin), CC1C(C(C(C(O1)OCC2C(C(C(C(O2)OC3=C(OC4=CC(=CC(=C4C3=O)O)O)C5=CC(=C(C=C5)O)O)O)O)O)O)O)O (osyritin), CC1C(C(C(C(O1)OCC2C(C(C(C(O2)OC3=C(OC4=CC(=CC(=C4C3=O)O)O)C5=CC(=C(C=C5)O)O)O)O)O)O)O)O (ilixathin), C[C@H]1[C@@H]([C@H]([C@H]([C@@H](O1)OC[C@@H]2[C@H]([C@@H]([C@H]([C@@H](O2)OC3=C(OC4=CC(=CC(=C4C3=O)O)O)C5=CC(=C(C=C5)O)O)O)O)O)O)O)O (phytomelin), [C@@H]1([C@H](O)[C@H](O)[C@@H](O)[C@@H](O1)C)OC[C@@H]1[C@H]([C@@H]([C@H]([C@@H](O1)OC1=C(OC2=C(C1=O)C(=CC(=C2)O)O)C2=CC(=C(C=C2)O)O)O)O)O (3-[[6-O-(6-Deoxy-α-L-mannopyranosyl)-β-D-glucopyranosyl]oxy]-2-(3,4-dihydroxyphenyl)-5,7-dihydroxy-4H-1-benzopyran-4-one), C[C@H]1[C@@H]([C@H]([C@H]([C@@H](O1)OC[C@@H]2[C@H]([C@@H]([C@H]([C@@H](O2)OC3=C(OC4=CC(=CC(=C4C3=O)O)O)C5=CC(=C(C=C5)O)O)O)O)O)O)O)O (Birutan), C[C@H]1[C@@H]([C@H]([C@H]([C@@H](O1)OC[C@@H]2[C@H]([C@@H]([C@H]([C@@H](O2)OC3=C(OC4=CC(=CC(=C4C3=O)O)O)C5=CC(=C(C=C5)O)O)O)O)O)O)O)O (Rutabion), C[C@H]1[C@@H]([C@H]([C@H]([C@@H](O1)OC[C@@H]2[C@H]([C@@H]([C@H]([C@@H](O2)OC3=C(OC4=CC(=CC(=C4C3=O)O)O)C5=CC(=C(C=C5)O)O)O)O)O)O)O)O (Tanrutin), C[C@H]1[C@@H]([C@H]([C@H]([C@@H](O1)OC[C@@H]2[C@H]([C@@H]([C@H]([C@@H](O2)OC3=C(OC4=CC(=CC(=C4C3=O)O)O)C5=CC(=C(C=C5)O)O)O)O)O)O)O)O (quercetin-3-rutinoside), C[C@H]1[C@@H]([C@H]([C@H]([C@@H](O1)OC[C@@H]2[C@H]([C@@H]([C@H]([C@@H](O2)OC3=C(OC4=CC(=CC(=C4C3=O)O)O)C5=CC(=C(C=C5)O)O)O)O)O)O)O)O (paliuroside), C[C@H]1[C@@H]([C@H]([C@H]([C@@H](O1)OC[C@@H]2[C@H]([C@@H]([C@H]([C@@H](O2)OC3=C(OC4=CC(=CC(=C4C3=O)O)O)C5=CC(=C(C=C5)O)O)O)O)O)O)O)O (globularicitrin), C[C@H]1[C@@H]([C@H]([C@H]([C@@H](O1)OC[C@@H]2[C@H]([C@@H]([C@H]([C@@H](O2)OC3=C(OC4=CC(=CC(=C4C3=O)O)O)C5=CC(=C(C=C5)O)O)O)O)O)O)O)O (violaquercitrin), C[C@H]1[C@@H]([C@H]([C@H]([C@@H](O1)OC[C@@H]2[C@H]([C@@H]([C@H]([C@@H](O2)OC3=C(OC=4C=C(C=C(C4C3=O)O)O)C=5C=CC(=C(C5)O)O)O)O)O)O)O)O (rutoside), C[C@H]1[C@@H]([C@H]([C@H]([C@@H](O1)OC[C@@H]2[C@H]([C@@H]([C@H]([C@@H](O2)OC3=C(OC4=CC(=CC(=C4C3=O)O)O)C5=CC(=C(C=C5)O)O)O)O)O)O)O)O (melin). Yields the product COC=1C=CC(=CC1O)[C@@H]2CC(=O)C=3C(=CC(=CC3O2)O)O (hesperetin). RXN SMILES: C[C@@H]1[O:7][C@@H:6](OC[C@H]2O[C@@H](OC3C(=O)C4C(O)=CC(O)=CC=4OC=3C3C=CC(O)=C(O)C=3)[C@H](O)[C@@H](O)[C@@H]2O)[C@H](O)[C@H](O)[C@H]1O.CC1OC(OCC2OC(O[C:60]3[C:69](=[O:70])[C:68]4[C:63](=[CH:64][C:65]([OH:72])=[CH:66][C:67]=4[OH:71])[O:62][C:61]=3[C:73]3[CH:78]=[CH:77][C:76](O)=[C:75]([OH:80])[CH:74]=3)C(O)C(O)C2O)C(O)C(O)C1O.C1[C@H]2C3N(C[C@@H]1CNC2)C(=O)C=CC=3>>[CH3:6][O:7][C:76]1[CH:77]=[CH:78][C:73]([C@H:61]2[O:62][C:63]3[CH:64]=[C:65]([OH:72])[CH:66]=[C:67]([OH:71])[C:68]=3[C:69](=[O:70])[CH2:60]2)=[CH:74][C:75]=1[OH:80]. Procedure details: rutin, 3-[[6-O-(6-Deoxy-α-L-mannopyranosyl)-β-D-glucopyranosyl]oxy]-2-(3,4-dihydroxyphenyl)-5,7-dihydroxy-4H-1-benzopyran-4-one; rutoside; quercetin-3-rutinoside; 3,3′,4′,5,7-pentahydroxyflavone-3-rutinoside; melin; phytomelin; eldrin; ilixathin; sophorin; globularicitrin; paliuroside; osyritrin; osyritin; myrticolorin; violaquercitrin; Birutan; Rutabion; Rutozyd; Tanrutin; Reactants: C1=2C(=O)OC(NC1=CC=CC2)=O (isatoic acid anhydride), N (ammonia), NC(=O)N (urea), CN(C=O)C (dimethylformamide). The solvent is CO (methanol), O (water). Conditions: time 1 hour. Product: N1C(NC(C2=CC=CC=C12)=O)=O (quinazoline-2,4-dione). Isolated yield 76.8%. RXN SMILES: [C:1]12[C:7](=[CH:8][CH:9]=[CH:10][CH:11]=1)[NH:6][C:5](=O)[O:4][C:2]2=[O:3].[NH2:13]C(N)=O.CN(C)C=O.N>CO.O>[NH:6]1[C:7]2[C:1](=[CH:11][CH:10]=[CH:9][CH:8]=2)[C:2](=[O:3])[NH:13][C:5]1=[O:4]. Reported procedure: 978 g of isatoic acid anhydride were added in portions with stirring at 150° C. to a mixture of 720 g of urea and 1 liter of dimethylformamide and the mixture was then heated at 180° C. until evolution of ammonia ceased. The mixture was cooled and one liter of water was immediately added thereto followed by the addition of one liter of methanol. The warm mixture was stirred for one hour and was then filtered. The product was rinsed with warm water and with methanol and was then added with stirri... Starting materials: CCCc1c(C(=O)NCc2ccc3c(Br)c(OCC(=O)OC)ccc3c2)cnn1-c1ccccc1, CO, [Na+], [OH-], O. The product is CCCc1c(C(=O)NCc2ccc3c(Br)c(OCC(=O)O)ccc3c2)cnn1-c1ccccc1. RXN SMILES: [CH3:1][O:2][C:3]([CH2:4][O:5][c:6]1[c:7]([Br:34])[c:8]2[cH:9][cH:10][c:11]([CH2:16][NH:17][C:18](=[O:19])[c:20]3[cH:21][n:22][n:23](-[c:28]4[cH:29][cH:30][cH:31][cH:32][cH:33]4)[c:24]3[CH2:25][CH2:26][CH3:27])[cH:12][c:13]2[cH:14][cH:15]1)=[O:35].[CH3:39][OH:40].[Na+:37].[OH-:36].[OH2:38]>>[O:2]=[C:3]([CH2:4][O:5][c:6]1[c:7]([Br:34])[c:8]2[cH:9][cH:10][c:11]([CH2:16][NH:17][C:18](=[O:19])[c:20]3[cH:21][n:22][n:23](-[c:28]4[cH:29][cH:30][cH:31][cH:32][cH:33]4)[c:24]3[CH2:25][CH2:26][CH3:27])[cH:12][c:13]2[cH:14][cH:15]1)[OH:35]. The reactants are C(C)(=O)OC1=CC=C(C=C1)C#C[Se]C1=CC=2C(CCC(C2C=C1)(C)C)(C)C (4-(5,5,8,8-tetramethyl-5,6,7,8-tetrahydro-2-napthylselanylethynyl)phenyl acetate), C([O-])([O-])=O.[K+].[K+] (potassium carbonate), C(C)OCC (ethyl ether), O (water). Solvent: CO (methanol). Reaction conditions: time 24 hour. The product is CC=1C(=CC=2C(CCC(C2C1)(C)C)(C)C)[Se]C#CC1=CC=C(C=C1)O (4-(3,5,5,8,8-Pentamethyl-5,6,7,8-tetrahydro-2-naphthylselanylethynyl)phenol). Isolated yield 66.0%. As a reaction SMILES: C(OC1[CH:10]=[CH:9][C:8]([C:11]#[C:12][Se:13][C:14]2[CH:23]=[CH:22][C:21]3[C:20]([CH3:25])([CH3:24])[CH2:19][CH2:18][C:17]([CH3:27])([CH3:26])[C:16]=3[CH:15]=2)=[CH:7][CH:6]=1)(=O)C.[C:28](=[O:31])([O-])[O-].[K+].[K+].[CH2:34](OCC)C.O>CO>[CH3:34][C:23]1[C:14]([Se:13][C:12]#[C:11][C:8]2[CH:9]=[CH:10][C:28]([OH:31])=[CH:6][CH:7]=2)=[CH:15][C:16]2[C:17]([CH3:27])([CH3:26])[CH2:18][CH2:19][C:20]([CH3:25])([CH3:24])[C:21]=2[CH:22]=1 |f:1.2.3|. Procedure details: A mixture of 4-(5,5,8,8-tetramethyl-5,6,7,8-tetrahydro-2-napthylselanylethynyl)phenyl acetate (500 mg, 1.1 mmol) and potassium carbonate (160 mg, 1.1 mmol) in methanol (20 ml) is stirred for 24 h at room temperature and is then treated with ethyl ether and water. The organic phase is washed twice with water, dried over anhydrous magnesium sulphate and concentrated on a rotary evaporator under vacuum at 40° C. The product is purified on a column of silica (ethyl acetate 20/heptane 80). 300 mg (66... Reactants: CCO, NNc1ccc(Cl)nn1, O=Cc1ccc([N+](=O)[O-])cc1, O. The product is O=[N+]([O-])c1ccc(C=NNc2ccc(Cl)nn2)cc1. RXN SMILES: [CH3:10][CH2:11][OH:12].[Cl:1][c:2]1[cH:3][cH:4][c:5]([NH:8][NH2:9])[n:6][n:7]1.[N+:13](=[O:14])([O-:15])[c:16]1[cH:17][cH:18][c:19]([CH:20]=[O:21])[cH:22][cH:23]1.[OH2:24]>>[Cl:1][c:2]1[cH:3][cH:4][c:5]([NH:8][N:9]=[CH:20][c:19]2[cH:18][cH:17][c:16]([N+:13](=[O:14])[O-:15])[cH:23][cH:22]2)[n:6][n:7]1.